This data is from the Open Reaction Database (ORD), a public repository of structured organic reaction records. The task is: describe an organic reaction: reactants, conditions, products, and yield Starting materials: COc1cc(Br)ccc1F, CS(C)=O, [Cu]I, [K+], [K+], [K+], Cc1cnc(N)c(-c2ccc(O)cc2)c1, O=C(O)c1ccccn1, O=P([O-])([O-])[O-]. Product: COc1cc(Oc2ccc(-c3cc(C)cnc3N)cc2)ccc1F. As a reaction SMILES: [Br:33][c:34]1[cH:35][c:36]([O:41][CH3:42])[c:37]([F:40])[cH:38][cH:39]1.[CH3:45][S:46]([CH3:47])=[O:48].[Cu:43][I:44].[K+:30].[K+:31].[K+:32].[NH2:10][c:11]1[n:12][cH:13][c:14]([CH3:24])[cH:15][c:16]1-[c:17]1[cH:18][cH:19][c:20]([OH:23])[cH:21][cH:22]1.[OH:1][C:2]([c:3]1[n:4][cH:5][cH:6][cH:7][cH:8]1)=[O:9].[P:25]([O-:26])([O-:27])([O-:28])=[O:29]>>[NH2:10][c:11]1[n:12][cH:13][c:14]([CH3:24])[cH:15][c:16]1-[c:17]1[cH:18][cH:19][c:20]([O:23][c:34]2[cH:35][c:36]([O:41][CH3:42])[c:37]([F:40])[cH:38][cH:39]2)[cH:21][cH:22]1.